This data is from the Open Reaction Database (ORD), a public repository of structured organic reaction records. The task is: describe an organic reaction: reactants, conditions, products, and yield The reactants are CCNC, O=C(Cl)c1ccc(Oc2ccc(Cl)cc2[N+](=O)[O-])cc1, ClCCl. Yields the product CCN(C)C(=O)c1ccc(Oc2ccc(Cl)cc2[N+](=O)[O-])cc1. Reaction SMILES: [CH3:21][NH:22][CH2:23][CH3:24].[Cl:1][c:2]1[cH:3][c:4]([N+:18](=[O:19])[O-:20])[c:5]([O:6][c:7]2[cH:8][cH:9][c:10]([C:11](=[O:12])[Cl:13])[cH:14][cH:15]2)[cH:16][cH:17]1.[Cl:25][CH2:26][Cl:27]>>[Cl:1][c:2]1[cH:3][c:4]([N+:18](=[O:19])[O-:20])[c:5]([O:6][c:7]2[cH:8][cH:9][c:10]([C:11](=[O:12])[N:22]([CH3:21])[CH2:23][CH3:24])[cH:14][cH:15]2)[cH:16][cH:17]1. The reactants are NC=1SC=CN1 (2-amino-thiazole), OC1=C(C=NC2=C(C=CC=C12)Cl)C(=O)Cl (4 -hydroxy-8-chloro-3-quinoline-carboxylic acid chloride). Solvent: N1=CC=CC=C1 (pyridine), N1=CC=CC=C1 (pyridine). Conditions: time 16 hour. The product is S1C(=NC=C1)NC(=O)C=1C=NC2=C(C=CC=C2C1O)Cl (N-[2-thiazolyl] -4-hydroxy-8-chloro-3-quinoline-carboxamide). Yield: 73.5%. Reaction SMILES: [NH2:1][C:2]1[S:3][CH:4]=[CH:5][N:6]=1.[OH:7][C:8]1[C:17]2[C:12](=[C:13]([Cl:18])[CH:14]=[CH:15][CH:16]=2)[N:11]=[CH:10][C:9]=1[C:19](Cl)=[O:20]>N1C=CC=CC=1>[S:3]1[CH:4]=[CH:5][N:6]=[C:2]1[NH:1][C:19]([C:9]1[CH:10]=[N:11][C:12]2[C:17]([C:8]=1[OH:7])=[CH:16][CH:15]=[CH:14][C:13]=2[Cl:18])=[O:20]. Reported procedure: A solution of 2.9 g of 2-amino-thiazole in 20 ml of pyridine was added at room temperature to a suspension of 7 g of the acid chloride of Step A in 90 ml of pyridine and the mixture was stirred for 16 hours at room temperature. The pyridine was evaporated and a mixture of potassium carbonate solution and water was added to the residue. The reaction mixture was stirred and vacuum filtered and the recovered precipitate was washed and dried. The product was crystallized from dimethylformamide to ob...